This data is from the Open Reaction Database (ORD), a public repository of structured organic reaction records. The task is: describe an organic reaction: reactants, conditions, products, and yield Reactants: [Li]CCCC (BuLi), FC=1C=C(C=C(C1)F)OCC1=CC=C(C=C1)F (3,5-difluoro-(4-fluoro-benzyloxy)-benzene), C(=O)=O (carbon dioxide). The solvent is C1CCOC1 (THF). Yields the product FC1=C(C(=O)O)C(=CC(=C1)OCC1=CC=C(C=C1)F)F (2,6-Difluoro-4-(4-fluoro-benzyloxy)-benzoic acid). Isolated yield 59.0%. As a reaction SMILES: [Li]CCCC.[F:6][C:7]1[CH:8]=[C:9]([O:14][CH2:15][C:16]2[CH:21]=[CH:20][C:19]([F:22])=[CH:18][CH:17]=2)[CH:10]=[C:11]([F:13])[CH:12]=1.[C:23](=[O:25])=[O:24]>C1COCC1>[F:6][C:7]1[CH:8]=[C:9]([O:14][CH2:15][C:16]2[CH:21]=[CH:20][C:19]([F:22])=[CH:18][CH:17]=2)[CH:10]=[C:11]([F:13])[C:12]=1[C:23]([OH:25])=[O:24]. Procedure: BuLi (1.6 M in hexane, 27.1 mL, 43.4 mmol) was added to a solution of 3,5-difluoro-(4-fluoro-benzyloxy)-benzene (10.5 g, 41.4 mmol) in dry THF at −78° C., under Argon, and the reaction mixture maintained at this temperature for 1 h whereupon carbon dioxide gas was bubbled into the solution over a 10 min period. The reaction mixture was then warmed up to room temperature and water added. The resulting mixture was extracted with diethyl ether. The aqueous phase was adjusted to pH 2 with HCl and ex... The reactants are BrC=1C(=C(C(=O)OC)C=CC1)CCC=C (methyl 3-bromo-2-but-3-en-1-ylbenzoate), C1(=CC=CC=C1)P(C1=CC=CC=C1)C1=CC=CC=C1 (triphenylphosphine), C([O-])([O-])=O.[K+].[K+] (potassium carbonate). The reagents and catalysts are C(C)(=O)[O-].[Pd+2].C(C)(=O)[O-] (palladium(II) acetate). Run in C(C)#N (acetonitrile). Run at temperature 120 celsius. The product is C=C1CCC=2C(=CC=CC12)C(=O)OC (methyl 1-methylidene-2,3-dihydro-1H-indene-4-carboxylate). As a reaction SMILES: Br[C:2]1[C:3]([CH2:12][CH2:13][CH:14]=[CH2:15])=[C:4]([CH:9]=[CH:10][CH:11]=1)[C:5]([O:7][CH3:8])=[O:6].C1(P(C2C=CC=CC=2)C2C=CC=CC=2)C=CC=CC=1.C(=O)([O-])[O-].[K+].[K+]>C([O-])(=O)C.[Pd+2].C([O-])(=O)C.C(#N)C>[CH2:15]=[C:14]1[C:2]2[CH:11]=[CH:10][CH:9]=[C:4]([C:5]([O:7][CH3:8])=[O:6])[C:3]=2[CH2:12][CH2:13]1 |f:2.3.4,5.6.7|. Procedure: To a microwave tube charged with methyl 3-bromo-2-but-3-en-1-ylbenzoate (800 mg, 3.0 mmol) and a stir bar was added palladium(II) acetate (67 mg, 0.30 mmol), triphenylphosphine (310 mg, 1.19 mmol), potassium carbonate (2.46 g, 18.0 mmol), and acetonitrile (20 mL). The reaction tube was sealed, and the solution was purged three times with nitrogen, and heated in a microwave apparatus to 120° C. for 10 minutes. TLC showed a big blue spot right below the SM. The product was isolated by silica gel c... The reactants are COC(=O)C1COCC1C#N, O, O=S(Cl)Cl, c1ccncc1. Yields the product COC(=O)C1=C(C#N)COC1. RXN SMILES: [CH3:1][O:2][C:3](=[O:4])[CH:5]1[CH2:6][O:7][CH2:8][CH:9]1[C:10]#[N:11].[OH2:16].[S:12]([Cl:13])([Cl:14])=[O:15].[cH:17]1[cH:18][cH:19][n:20][cH:21][cH:22]1>>[CH3:1][O:2][C:3](=[O:4])[C:5]1=[C:9]([C:10]#[N:11])[CH2:8][O:7][CH2:6]1. Reactants: c1ccc(COCC2CC(SC(c3ccccc3)(c3ccccc3)c3ccccc3)CN2)cc1, C[Si](C)(C)N=C=O, CN(C)c1ccncc1, ClCCl. Yields the product NC(=O)N1CC(SC(c2ccccc2)(c2ccccc2)c2ccccc2)CC1COCc1ccccc1. RXN SMILES: [CH2:1]([c:2]1[cH:3][cH:4][cH:5][cH:6][cH:7]1)[O:8][CH2:9][CH:10]1[NH:11][CH2:12][CH:13]([S:15][C:16]([c:17]2[cH:18][cH:19][cH:20][cH:21][cH:22]2)([c:23]2[cH:24][cH:25][cH:26][cH:27][cH:28]2)[c:29]2[cH:30][cH:31][cH:32][cH:33][cH:34]2)[CH2:14]1.[CH3:35][Si:36]([CH3:37])([CH3:38])[N:39]=[C:40]=[O:41].[CH3:45][N:46]([c:47]1[cH:48][cH:49][n:50][cH:51][cH:52]1)[CH3:53].[Cl:42][CH2:43][Cl:44]>>[CH2:1]([c:2]1[cH:3][cH:4][cH:5][cH:6][cH:7]1)[O:8][CH2:9][CH:10]1[N:11]([C:40]([NH2:39])=[O:41])[CH2:12][CH:13]([S:15][C:16]([c:17]2[cH:18][cH:19][cH:20][cH:21][cH:22]2)([c:23]2[cH:24][cH:25][cH:26][cH:27][cH:28]2)[c:29]2[cH:30][cH:31][cH:32][cH:33][cH:34]2)[CH2:14]1. Reactants: COCCCl (chloroethyl methyl ether), C(C)C(Cl)C(=O)C(CC)Cl (ethylchloromethyl ketone). Yields the product ClCC(C)=O (chloroacetone), COCCl (chloromethyl methyl ether), title compound. Reaction SMILES: C([CH:3]([C:5]([CH:7]([Cl:10])CC)=[O:6])[Cl:4])C.[CH3:11][O:12]CCCl>>[Cl:4][CH2:3][C:5](=[O:6])[CH3:7].[CH3:11][O:12][CH2:7][Cl:10]. Procedure: In the same manner as given in the foregoing, but using ethylchloromethyl ketone and chloroethyl methyl ether in Steps 1 and 3, respectively, in place of chloroacetone and chloromethyl methyl ether, the title compound is produced. Starting materials: C(C)(C)(C)OC(=O)N[C@@H](CCC(N)=O)C(=O)O (N-tert-butoxycarbonyl-L-glutamine), CN1CCNCC1 (1-methylpiperazine). The product is C(C)(C)(C)OC(=O)N[C@@H](CCC(N)=O)C(=O)N1CCN(CC1)C (1-(N-tert-butoxycarbonyl-L-glutaminyl)-4-methylpiperazine). As a reaction SMILES: [C:1]([O:5][C:6]([NH:8][C@H:9]([C:15]([OH:17])=O)[CH2:10][CH2:11][C:12](=[O:14])[NH2:13])=[O:7])([CH3:4])([CH3:3])[CH3:2].[CH3:18][N:19]1[CH2:24][CH2:23][NH:22][CH2:21][CH2:20]1>>[C:1]([O:5][C:6]([NH:8][C@H:9]([C:15]([N:22]1[CH2:23][CH2:24][N:19]([CH3:18])[CH2:20][CH2:21]1)=[O:17])[CH2:10][CH2:11][C:12](=[O:14])[NH2:13])=[O:7])([CH3:2])([CH3:3])[CH3:4]. Reported procedure: In the same manner as in Reference Example 2, N-tert-butoxycarbonyl-L-glutamine and 1-methylpiperazine were condensed to obtain a crystal of 1-(N-tert-butoxycarbonyl-L-glutaminyl)-4-methylpiperazine (7.0 g). The reactants are CC(C(=O)NCc1cccc(C(F)(F)F)c1Cl)c1ccccc1Cl, CC(C(=O)O)c1ccc(Cl)cc1. Product: CC(C(=O)NCc1cccc(C(F)(F)F)c1Cl)c1ccc(Cl)cc1. RXN SMILES: [Cl:13][c:14]1[c:15]([CH2:16][NH:17][C:18](=[O:19])[CH:20]([c:21]2[cH:22][cH:23][cH:24][cH:25][c:26]2[Cl:27])[CH3:28])[cH:29][cH:30][cH:31][c:32]1[C:33]([F:34])([F:35])[F:36].[Cl:1][c:2]1[cH:3][cH:4][c:5]([CH:8]([C:9](=[O:10])[OH:11])[CH3:12])[cH:6][cH:7]1>>[Cl:1][c:2]1[cH:3][cH:4][c:5]([CH:8]([C:9](=[O:11])[NH:17][CH2:16][c:15]2[c:14]([Cl:13])[c:32]([C:33]([F:34])([F:35])[F:36])[cH:31][cH:30][cH:29]2)[CH3:12])[cH:6][cH:7]1. Starting materials: COC1=CC=C(C(=O)C=2C=C(SC2)S(=O)(=O)O)C=C1 (4-(4-Methoxybenzoyl)thiophene-2-sulfonic acid), S(=O)(Cl)Cl (thionyl chloride), [NH4+].[OH-] (NH4OH). Solvent: C(Cl)Cl (CH2Cl2), CC(=O)C (acetone). Yields the product COC1=CC=C(C(=O)C=2C=C(SC2)S(=O)(=O)N)C=C1 (4-(4-Methoxybenzoyl)thiophene-2-sulfonamide). Reaction SMILES: [CH3:1][O:2][C:3]1[CH:19]=[CH:18][C:6]([C:7]([C:9]2[CH:10]=[C:11]([S:14](O)(=[O:16])=[O:15])[S:12][CH:13]=2)=[O:8])=[CH:5][CH:4]=1.S(Cl)(Cl)=O.[NH4+:24].[OH-]>C(Cl)Cl.CC(C)=O>[CH3:1][O:2][C:3]1[CH:19]=[CH:18][C:6]([C:7]([C:9]2[CH:10]=[C:11]([S:14]([NH2:24])(=[O:16])=[O:15])[S:12][CH:13]=2)=[O:8])=[CH:5][CH:4]=1 |f:2.3|. Procedure: To 2.98 g (0.01 mol) of product from Step B suspended in 75 ml CH2Cl2 was added excess thionyl chloride and the resulting suspension was stirred, and heated at reflux for 1.5 hours to give a homogeneous solution. The thionyl chloride was evaporated and the residue was extracted with CHCl3 after ice had been added. The organic extract was washed with brine, dried and the solvent evaporated to give a yellow oil. This was taken up in acetone and treated with 5 ml of concentrated NH4OH dropwise. Aft... Starting materials: O=C1C=C(CC(C)(C)C1)C (isophorone), I(=O)(=O)(=O)[O-].[Na+] (sodium periodate), O (water), I(=O)(=O)(=O)[O-].[Na+] (sodium periodate), O (water). Reagents/catalysts: [Ru]=O (ruthenium oxide). The solvent is CC(=O)C (acetone), CC(=O)C (acetone). Run at time 48 hour. Yields the product O=C(CC(CC(=O)O)(C)C)C (5-keto-3,3-dimethylhexanoic acid). Isolated yield 63.0%. As a reaction SMILES: [O:1]=[C:2]1[CH2:9][C:6]([CH3:8])([CH3:7])[CH2:5][C:4](C)=[CH:3]1.I([O-])(=O)(=O)=[O:12].[Na+].[OH2:17]>[Ru]=O.CC(C)=O>[O:17]=[C:4]([CH3:3])[CH2:5][C:6]([CH3:8])([CH3:7])[CH2:9][C:2]([OH:1])=[O:12] |f:1.2|. Reported procedure: There was added 0.15 part of solid ruthenium oxide to a solution of 2.8 parts of isophorone and 2.5 parts of sodium periodate in about 200 parts of acetone to 40 parts of water. The resulting yellow solution was stirred while 5 parts of sodium periodate, 50 parts of water and 20 parts of acetone was added over an hour. The resulting suspension was stirred 48 hours at room temperature then filtered through Celite. The resulting filtrate was then extracted with methylene chloride. The organic phas...